This data is from the Open Reaction Database (ORD), a public repository of structured organic reaction records. The task is: describe an organic reaction: reactants, conditions, products, and yield Starting materials: C(C1=CC=CC=C1)OC(N)=O (carbamic acid benzyl ester), C(C1=CC=CC=C1)OC(NC1=CC(=CC(=C1)C1=C2C=CN(C2=CC=C1)[Si](C(C)C)(C(C)C)C(C)C)C(=O)C=1C=NC=CC1)=O ([3-(pyridine-3-carbonyl)-5-(1-triisopropylsilanyl-1H-indol-4-yl)-phenyl]-carbamic acid benzyl ester). Product: C(C1=CC=CC=C1)OC(NC1=CC(=CC(=C1)C(=O)C=1C=NC=CC1)C1=C2C=CNC2=CC=C1)=O ([3-(1H-indol-4-yl)-5-(pyridine-3-carbonyl)-phenyl]-carbamic acid benzyl ester). RXN SMILES: C(OC(=O)N)C1C=CC=CC=1.[CH2:12]([O:19][C:20](=[O:55])[NH:21][C:22]1[CH:27]=[C:26]([C:28]2[CH:36]=[CH:35][CH:34]=[C:33]3[C:29]=2[CH:30]=[CH:31][N:32]3[Si](C(C)C)(C(C)C)C(C)C)[CH:25]=[C:24]([C:47]([C:49]2[CH:50]=[N:51][CH:52]=[CH:53][CH:54]=2)=[O:48])[CH:23]=1)[C:13]1[CH:18]=[CH:17][CH:16]=[CH:15][CH:14]=1>>[CH2:12]([O:19][C:20](=[O:55])[NH:21][C:22]1[CH:23]=[C:24]([C:47]([C:49]2[CH:50]=[N:51][CH:52]=[CH:53][CH:54]=2)=[O:48])[CH:25]=[C:26]([C:28]2[CH:36]=[CH:35][CH:34]=[C:33]3[C:29]=2[CH:30]=[CH:31][NH:32]3)[CH:27]=1)[C:13]1[CH:18]=[CH:17][CH:16]=[CH:15][CH:14]=1. Procedure details: 3-Bromo-5-(pyridine-3-carbonyl)-phenyl]-carbamic acid benzyl ester was converted to [3-(pyridine-3-carbonyl)-5-(1-triisopropylsilanyl-1H-indol-4-yl)-phenyl]-carbamic acid benzyl ester, then deprotected to give [3-(1H-indol-4-yl)-5-(pyridine-3-carbonyl)-phenyl]-carbamic acid benzyl ester by the method of Example 35. 1H NMR (400 MHz, methanol-d4): δ 9.07 (s, 1H), 8.77 (d, J=4.8 Hz, 1H), 8.57 (s, 1H), 8.14 (dt, J=4.9, 2.6 Hz, 1H), 8.08 (s, 1H), 7.84 (s, 1H), 7.77 (t, J=1.5 Hz, 1H), 7.42-7.29 (m, 8H... Starting materials: BrC1=CC=C(C=C1)[C@H](C)N1C(O[C@](CC1)(C1=CC=CC=C1)CC(C)(C)O)=O ((S)-3-((S)-1-(4-bromophenyl)ethyl)-6-(2-hydroxy-2-methylpropyl)-6-phenyl-1,3-oxazinan-2-one), O=C1C=CC(=CN1)B(O)O (6-oxo-1,6-dihydropyridin-3-ylboronic acid), C(=O)([O-])[O-].[Cs+].[Cs+] (Cs2CO3). Reagents/catalysts: C1=CC=C(C=C1)P([C-]2C=CC=C2)C3=CC=CC=C3.C1=CC=C(C=C1)P([C-]2C=CC=C2)C3=CC=CC=C3.Cl[Pd]Cl.[Fe+2] (Pd(dppf)Cl2). Run in O1CCOCC1 (1,4-dioxane). Conditions: temperature 90 celsius. Product: OC(C[C@@]1(CCN(C(O1)=O)[C@@H](C)C1=CC=C(C=C1)C1=CNC(C=C1)=O)C1=CC=CC=C1)(C)C ((S)-6-(2-hydroxy-2-methylpropyl)-3-((S)-1-(4-(6-oxo-1,6-dihydropyridin-3-yl)phenyl)ethyl)-6-phenyl-1,3-oxazinan-2-one). Yield: 18.7%. As a reaction SMILES: Br[C:2]1[CH:7]=[CH:6][C:5]([C@@H:8]([N:10]2[CH2:15][CH2:14][C@:13]([CH2:22][C:23]([OH:26])([CH3:25])[CH3:24])([C:16]3[CH:21]=[CH:20][CH:19]=[CH:18][CH:17]=3)[O:12][C:11]2=[O:27])[CH3:9])=[CH:4][CH:3]=1.[O:28]=[C:29]1[NH:34][CH:33]=[C:32](B(O)O)[CH:31]=[CH:30]1.C([O-])([O-])=O.[Cs+].[Cs+]>O1CCOCC1.C1C=CC(P(C2C=CC=CC=2)[C-]2C=CC=C2)=CC=1.C1C=CC(P(C2C=CC=CC=2)[C-]2C=CC=C2)=CC=1.Cl[Pd]Cl.[Fe+2]>[OH:26][C:23]([CH3:25])([CH3:24])[CH2:22][C@@:13]1([C:16]2[CH:21]=[CH:20][CH:19]=[CH:18][CH:17]=2)[O:12][C:11](=[O:27])[N:10]([C@H:8]([C:5]2[CH:6]=[CH:7][C:2]([C:32]3[CH:31]=[CH:30][C:29](=[O:28])[NH:34][CH:33]=3)=[CH:3][CH:4]=2)[CH3:9])[CH2:15][CH2:14]1 |f:2.3.4,6.7.8.9|. Reported procedure: To a solution of (S)-3-((S)-1-(4-bromophenyl)ethyl)-6-(2-hydroxy-2-methylpropyl)-6-phenyl-1,3-oxazinan-2-one (112 mg, 0.259 mmol) in 1,4-dioxane (3 mL) was added 6-oxo-1,6-dihydropyridin-3-ylboronic acid (55 mg, 0.40 mmol), followed by Pd(dppf)Cl2 (11 mg, 0.015 mmol), and an aq solution of Cs2CO3 (0.48 mL, 2M in H2O). A reflux condenser was attached and the apparatus was degassed and flushed with N2 three times. The reaction was heated to 90° C. for 24 h. After cooling to rt the mixture was dilu... Starting materials: C1(CCCCC1)N(C(NC=1SC(=CN1)S(=O)(=O)NCC(=O)O)=O)C1CCCCC1 ([2-(3,3-dicyclohexyl-ureido)-thiazole-5-sulfonylamino]-acetic acid), C1(CCCCC1)NC1CCCCC1 (dicyclohexylamine), C(C)OC(CCNS(=O)(=O)C1=CN=C(S1)N)=O (3-(2-amino-thiazole-5-sulfonylamino)-propionic acid ethyl ester). The product is C1(CCCCC1)N(C(NC=1SC(=CN1)S(=O)(=O)NCCC(=O)O)=O)C1CCCCC1 (3-[2-(3,3-Dicyclohexyl-ureido)-thiazole-5-sulfonylamino]-propionic acid). Reaction SMILES: [CH:1]1([N:7]([CH:24]2[CH2:29][CH2:28][CH2:27][CH2:26][CH2:25]2)[C:8](=[O:23])[NH:9][C:10]2[S:11][C:12]([S:15]([NH:18]CC(O)=O)(=[O:17])=[O:16])=[CH:13][N:14]=2)[CH2:6][CH2:5][CH2:4][CH2:3][CH2:2]1.C1(NC2CCCCC2)CCCCC1.C([O:45][C:46](=[O:59])[CH2:47][CH2:48]NS(C1SC(N)=NC=1)(=O)=O)C>>[CH:1]1([N:7]([CH:24]2[CH2:25][CH2:26][CH2:27][CH2:28][CH2:29]2)[C:8](=[O:23])[NH:9][C:10]2[S:11][C:12]([S:15]([NH:18][CH2:48][CH2:47][C:46]([OH:59])=[O:45])(=[O:17])=[O:16])=[CH:13][N:14]=2)[CH2:6][CH2:5][CH2:4][CH2:3][CH2:2]1. Procedure details: Prepared in a similar manner to [2-(3,3-dicyclohexyl-ureido)-thiazole-5-sulfonylamino]-acetic acid via dicyclohexylamine and 3-(2-amino-thiazole-5-sulfonylamino)-propionic acid ethyl ester to give the title compound. Starting materials: OC1=CC=CC2=C1OC(=C2)C2=NOC(=N2)C (3-(7-hydroxybenzo(b)furan-2-yl)-5-methyl-1,2,4-oxadiazole), S(=O)(=O)(OC[C@@H]1CO1)C1=CC=C([N+](=O)[O-])C=C1 ((S)-glycidyl nosylate). The product is C([C@@H]1CO1)OC1=CC=CC2=C1OC(=C2)C2=NOC(=N2)C ((S)-3-(7-glycidyloxybenzo(b)furan-2-yl)-5-methyl-1,2,4-oxadiazole). Yield: 90.0%. As a reaction SMILES: [OH:1][C:2]1[C:7]2[O:8][C:9]([C:11]3[N:15]=[C:14]([CH3:16])[O:13][N:12]=3)=[CH:10][C:6]=2[CH:5]=[CH:4][CH:3]=1.S(C1C=CC([N+]([O-])=O)=CC=1)(O[CH2:21][C@H:22]1[O:24][CH2:23]1)(=O)=O>>[CH2:21]([O:1][C:2]1[C:7]2[O:8][C:9]([C:11]3[N:15]=[C:14]([CH3:16])[O:13][N:12]=3)=[CH:10][C:6]=2[CH:5]=[CH:4][CH:3]=1)[C@H:22]1[O:24][CH2:23]1. Reported procedure: By the reactions in the same manner as in Starting Material Synthesis Example 1 using 3-(7-hydroxybenzo(b)furan-2-yl)-5-methyl-1,2,4-oxadiazole (1.5 g) and (S)-glycidyl nosylate (1.8 g), the title compound (1.7 g) was obtained as white crystals. Reactants: FC(C(CC(=O)C=1SC2=C(N1)C=CC(=C2)OC)=O)(F)F (4,4,4-trifluoro-1-(6-methoxybenzothiazol-2-yl)butane-1,3-dione), Cl.S(N)(=O)(=O)C1=CC=C(C=C1)NN (4-sulfamoylphenylhydrazine hydrochloride). Yields the product COC1=CC2=C(N=C(S2)C2=CC(=NN2C2=CC=C(C=C2)S(=O)(=O)N)C(F)(F)F)C=C1 (4-[5-(6-methoxybenzothiazol-2-yl)-3-trifluoromethyl-1H-pyrazol-1-yl]benzenesulfonamide). RXN SMILES: [F:1][C:2]([F:20])([F:19])[C:3](=O)[CH2:4][C:5]([C:7]1[S:8][C:9]2[CH:15]=[C:14]([O:16][CH3:17])[CH:13]=[CH:12][C:10]=2[N:11]=1)=O.Cl.[S:22]([C:26]1[CH:31]=[CH:30][C:29]([NH:32][NH2:33])=[CH:28][CH:27]=1)(=[O:25])(=[O:24])[NH2:23]>>[CH3:17][O:16][C:14]1[CH:13]=[CH:12][C:10]2[N:11]=[C:7]([C:5]3[N:32]([C:29]4[CH:28]=[CH:27][C:26]([S:22]([NH2:23])(=[O:25])=[O:24])=[CH:31][CH:30]=4)[N:33]=[C:3]([C:2]([F:20])([F:19])[F:1])[CH:4]=3)[S:8][C:9]=2[CH:15]=1 |f:1.2|. Reported procedure: The procedure of Example 9 was repeated using 4,4,4-trifluoro-1-(6-methoxybenzothiazol-2-yl)butane-1,3-dione and 4-sulfamoylphenylhydrazine hydrochloride as the starting materials to obtain 4-[5-(6-methoxybenzothiazol-2-yl)-3-trifluoromethyl-1H-pyrazol-1-yl]benzenesulfonamide. NMR(CDCl3) δ: 3.88 (3H, s), 5.03 (2H, bs), 7.11 (1H, dd, J=2.3 Hz, 8.9 Hz), 7.20 (1H, s), 7.31 (2H, d, J=2.3 Hz), 7.68 (2H, d, J=8.6 Hz), 7.83 (1H, d, J=8.9 Hz), 8.01 (2H, d, J=8.6 Hz); mp 236-237° C. (ethyl acetate-isooct... Reactants: Cl (hydrochloric acid), [BH4-].[Na+] (sodium borohydride), [OH-].[Na+] (sodium hydroxide), CC1=CC2=C(C=C1C)N(C=N2)[C@@H]3[C@@H]([C@@H]([C@H](O3)CO)OP(=O)([O-])O[C@H](C)CNC(=O)CC[C@@]4([C@H]([C@@H]5[C@]6([C@@]([C@@H](/C(=C(/C7=N/C(=C\C8=N/C(=C(\C4=N5)/C)/[C@H](C8(C)C)CCC(=O)N)/[C@H]([C@]7(C)CC(=O)N)CCC(=O)N)\C)/[N-]6)CCC(=O)N)(C)CC(=O)N)C)CC(=O)N)C)O.[C-]#N.[Co+3] (cyanocobalamin), [I-].C[S+](C)C (trimethylsulfonium iodide). The reagents and catalysts are O.O.O.O.O.O.O.S(=O)(=O)([O-])[O-].[Fe+2] (iron(II) sulfate heptahydrate). The solvent is CC(CC)=O (2-butanone), CC(=O)C (acetone), CC(CC)=O (2-butanone), O (water), O (water). Run at temperature 40 celsius, time 20 minute. Yields the product [CH3-].CC1=CC2=C(C=C1C)N(C=N2)[C@@H]3[C@@H]([C@@H]([C@H](O3)CO)OP(=O)([O-])OC(C)CNC(=O)CC[C@@]4([C@H]([C@@H]5[C@]6([C@@]([C@@H](/C(=C(/C7=N/C(=C\C8=N/C(=C(\C4=N5)/C)/[C@H](C8(C)C)CCC(=O)N)/[C@H]([C@]7(C)CC(=O)N)CCC(=O)N)\C)/[N-]6)CCC(=O)N)(C)CC(=O)N)C)CC(=O)N)C)O.[Co+3] (Methylcobalamin). Isolated yield 171.4%. RXN SMILES: [CH3:1][C:2]1[C:7]([CH3:8])=[CH:6][C:5]2[N:9]([C@H:12]3[O:16][C@H:15]([CH2:17][OH:18])[C@@H:14]([O:19][P:20]([O:23][C@@H:24]([CH2:26][NH:27][C:28]([CH2:30][CH2:31][C@@:32]4([CH3:89])[C:48]5=[N:49][C@@H:34]([C@:35]6([CH3:84])[N-:73][C:38](=[C:39]([CH3:72])[C:40]7[C@:61]([CH2:63][C:64]([NH2:66])=[O:65])([CH3:62])[C@H:60]([CH2:67][CH2:68][C:69]([NH2:71])=[O:70])[C:42](=[CH:43][C:44]8[C:52]([CH3:54])([CH3:53])[C@H:51]([CH2:55][CH2:56][C:57]([NH2:59])=[O:58])[C:46](=[C:47]5[CH3:50])[N:45]=8)[N:41]=7)[C@@H:37]([CH2:74][CH2:75][C:76]([NH2:78])=[O:77])[C@@:36]6([CH2:80][C:81]([NH2:83])=[O:82])[CH3:79])[C@@H:33]4[CH2:85][C:86]([NH2:88])=[O:87])=[O:29])[CH3:25])([O-:22])=[O:21])[C@H:13]3[OH:90])[CH:10]=[N:11][C:4]=2[CH:3]=1.[C-]#N.[Co+3:93].[I-].C[S+](C)C.[BH4-].[Na+].[OH-].[Na+].Cl>O.O.O.O.O.O.O.S([O-])([O-])(=O)=O.[Fe+2].CC(C)=O.CC(=O)CC.O>[CH3-:1].[CH3:1][C:2]1[C:7]([CH3:8])=[CH:6][C:5]2[N:9]([C@H:12]3[O:16][C@H:15]([CH2:17][OH:18])[C@@H:14]([O:19][P:20]([O:23][CH:24]([CH2:26][NH:27][C:28]([CH2:30][CH2:31][C@@:32]4([CH3:89])[C:48]5=[N:49][C@@H:34]([C@:35]6([CH3:84])[N-:73][C:38](=[C:39]([CH3:72])[C:40]7[C@:61]([CH2:63][C:64]([NH2:66])=[O:65])([CH3:62])[C@H:60]([CH2:67][CH2:68][C:69]([NH2:71])=[O:70])[C:42](=[CH:43][C:44]8[C:52]([CH3:54])([CH3:53])[C@H:51]([CH2:55][CH2:56][C:57]([NH2:59])=[O:58])[C:46](=[C:47]5[CH3:50])[N:45]=8)[N:41]=7)[C@@H:37]([CH2:74][CH2:75][C:76]([NH2:78])=[O:77])[C@@:36]6([CH2:80][C:81]([NH2:83])=[O:82])[CH3:79])[C@@H:33]4[CH2:85][C:86]([NH2:88])=[O:87])=[O:29])[CH3:25])([O-:22])=[O:21])[C@H:13]3[OH:90])[CH:10]=[N:11][C:4]=2[CH:3]=1.[Co+3:93] |f:0.1.2,3.4,5.6,7.8,10.11.12.13.14.15.16.17.18,22.23.24|. Reported procedure: To 260 ml of ion-exchanged water were added 20 g of cyanocobalamin, 6.02 g of trimethylsulfonium iodide and 800 mg of iron(II) sulfate heptahydrate. The mixture was heated in a water bath and, after replacing the atmosphere of the system by nitrogen, a solution of sodium borohydride (8 g)/2N sodium hydroxide (0.2 ml)/water (40 ml) and 15 ml of 2-butanone were added dropwise thereto under stirring at an inner temperature of 40° C. over 20 minutes, respectively. After stirring for 15 minutes as it... Starting materials: IC1=NC(=CC(=C1)C)C1=CC=C(C=C1)C(F)(F)F (2-iodo-4-methyl-6-(4-trifluoromethyl-phenyl)pyridine), ClC1(NC=CC=C1)B(O)O (2-chloropyridine boronic acid). Yields the product ClC1=NC=CC(=C1)C1=NC(=CC(=C1)C)C1=CC=C(C=C1)C(F)(F)F (2′-Chloro-4-methyl-6-(4-trifluoromethyl-phenyl)-[2,4′]bipyridinyl), solid. The yield is 73.0%. RXN SMILES: I[C:2]1[CH:7]=[C:6]([CH3:8])[CH:5]=[C:4]([C:9]2[CH:14]=[CH:13][C:12]([C:15]([F:18])([F:17])[F:16])=[CH:11][CH:10]=2)[N:3]=1.[Cl:19][C:20]1(B(O)O)[CH:25]=[CH:24][CH:23]=[CH:22][NH:21]1>>[Cl:19][C:20]1[CH:25]=[C:24]([C:2]2[CH:7]=[C:6]([CH3:8])[CH:5]=[C:4]([C:9]3[CH:14]=[CH:13][C:12]([C:15]([F:18])([F:17])[F:16])=[CH:11][CH:10]=3)[N:3]=2)[CH:23]=[CH:22][N:21]=1. Procedure details: The title compound was prepared from 2-iodo-4-methyl-6-(4-trifluoromethyl-phenyl)pyridine (example A.58) (5.45 g, 15 mmol) and commercially available 2-chloropyridine boronic acid (2.48 g, 15.75 mmol) according to the general procedure IVb. Obtained as an off-white solid (3.82 g, 73%). MS (ISP) 349.2 [(M+H)+] and 351 [(M+2+H)+]. Reactants: ice, [OH-].[Na+] (NaOH), C(\C=C\C)=O ((E)-but-2-enal), [N+](=O)([O-])C=1C=C(C=CC1)S(=O)(=O)[O-].[Na+] (Sodium 3-nitrobenzenesulfonate), FC1=C(N)C=CC=C1F (2,3-Difluoroaniline), OS(=O)(=O)O.O=S(=O)=O (oleum). The solvent is O (H2O). Reaction conditions: temperature 105 celsius, time 1 hour. The product is FC1=CC=C2C=CC(=NC2=C1F)C (7,8-difluoro-2-methylquinoline). RXN SMILES: [N+]([C:4]1[CH:5]=C(S([O-])(=O)=O)C=[CH:8][CH:9]=1)([O-])=O.[Na+].OS(O)(=O)=O.O=S(=O)=O.[F:24][C:25]1[C:31]([F:32])=[CH:30][CH:29]=[CH:28][C:26]=1[NH2:27].C(=O)/C=C/C.[OH-].[Na+]>O>[F:32][C:31]1[C:25]([F:24])=[C:26]2[C:28]([CH:5]=[CH:4][C:9]([CH3:8])=[N:27]2)=[CH:29][CH:30]=1 |f:0.1,2.3,6.7|. Reported procedure: Sodium 3-nitrobenzenesulfonate (2.7 g, 12 mmol) was dissolved in H2O (3 mL), and oleum (4 mL) was added to the mixture. 2,3-Difluoroaniline was then added to the mixture. The mixture was heated to 105° C. and (E)-but-2-enal (2.34 g, 33.4 mmol) was added dropwise. The mixture was stirred at 120° C. for 1 h. Then the mixture was poured into ice (50 g), and solid NaOH was added until pH 12. The mixture was extracted with EtOAc (50 mL×3). The combined organic layers were dried over anhydrous Na2SO4,...